From a dataset of the Open Reaction Database (ORD), a public repository of structured organic reaction records. describe an organic reaction: reactants, conditions, products, and yield The reactants are CN1CCNCC1 (1-methylpiperazine), ClC1=CC=C(C=C1)C1=N[C@H](C=2N(C3=C1C=C(C=C3)C3=CC(=CC=C3)C=O)C(=NN2)C)CC(=O)NCC ((S)-2-(6-(4-Chlorophenyl)-8-(3-formylphenyl)-1-methyl-4H-benzo[f][1,2,4]triazolo[4,3-a][1,4]diazepin-4-yl)-N-ethylacetamide), C(C)(=O)O[BH-](OC(C)=O)OC(C)=O.[Na+] (Sodium triacetoxyborohydride), C(O)([O-])=O.[Na+] (sodium hydrogen carbonate), Intermediate 5. Run in C(C)(=O)O (acetic acid), C(Cl)Cl (DCM). Conditions: time 5 minute. Yields the product ClC1=CC=C(C=C1)C1=N[C@H](C=2N(C3=C1C=C(C=C3)C3=CC(=CC=C3)CN3CCN(CC3)C)C(=NN2)C)CC(=O)NCC ((S)-2-(6-(4-chlorophenyl)-1-methyl-8-(3-((4-methylpiperazin-1-yl)methyl)phenyl)-4H-benzo[f][1,2,4]triazolo[4,3-a][1,4]diazepin-4-yl)-N-ethylacetamide). As a reaction SMILES: [Cl:1][C:2]1[CH:7]=[CH:6][C:5]([C:8]2[C:14]3[CH:15]=[C:16]([C:19]4[CH:24]=[CH:23][CH:22]=[C:21]([CH:25]=O)[CH:20]=4)[CH:17]=[CH:18][C:13]=3[N:12]3[C:27]([CH3:30])=[N:28][N:29]=[C:11]3[C@H:10]([CH2:31][C:32]([NH:34][CH2:35][CH3:36])=[O:33])[N:9]=2)=[CH:4][CH:3]=1.[CH3:37][N:38]1[CH2:43][CH2:42][NH:41][CH2:40][CH2:39]1.C(O[BH-](OC(=O)C)OC(=O)C)(=O)C.[Na+].C(=O)([O-])O.[Na+]>C(Cl)Cl.C(O)(=O)C>[Cl:1][C:2]1[CH:7]=[CH:6][C:5]([C:8]2[C:14]3[CH:15]=[C:16]([C:19]4[CH:24]=[CH:23][CH:22]=[C:21]([CH2:25][N:41]5[CH2:42][CH2:43][N:38]([CH3:37])[CH2:39][CH2:40]5)[CH:20]=4)[CH:17]=[CH:18][C:13]=3[N:12]3[C:27]([CH3:30])=[N:28][N:29]=[C:11]3[C@H:10]([CH2:31][C:32]([NH:34][CH2:35][CH3:36])=[O:33])[N:9]=2)=[CH:4][CH:3]=1 |f:2.3,4.5|. Procedure: (S)-2-(6-(4-Chlorophenyl)-8-(3-formylphenyl)-1-methyl-4H-benzo[f][1,2,4]triazolo[4,3-a][1,4]diazepin-4-yl)-N-ethylacetamide (for a preparation see Intermediate 5) (75 mg) was dissolved in DCM (5 ml). 1-methylpiperazine (25 μl) and acetic acid (8.62 μl) were added and the reaction mixture was stirred for 5 min. Sodium triacetoxyborohydride (160 mg) was added and the reaction mixture was stirred at room temperature, under nitrogen, overnight. Saturated sodium hydrogen carbonate solution (5 ml) was... Reactants: CC(C)(C)NS(=O)(=O)c1sc([Si](C)(C)C)cc1C(F)=C(F)C(F)(F)F, O, O=C(O)C(F)(F)F. Product: C[Si](C)(C)c1cc(C(F)=C(F)C(F)(F)F)c(S(N)(=O)=O)s1. Reaction SMILES: [C:1]([CH3:2])([CH3:3])([CH3:4])[NH:5][S:6](=[O:7])(=[O:8])[c:9]1[s:10][c:11]([Si:22]([CH3:23])([CH3:24])[CH3:25])[cH:12][c:13]1[C:14](=[C:15]([C:16]([F:17])([F:18])[F:19])[F:20])[F:21].[OH2:33].[OH:26][C:27]([C:28]([F:29])([F:30])[F:31])=[O:32]>>[NH2:5][S:6](=[O:7])(=[O:8])[c:9]1[s:10][c:11]([Si:22]([CH3:23])([CH3:24])[CH3:25])[cH:12][c:13]1[C:14](=[C:15]([C:16]([F:17])([F:18])[F:19])[F:20])[F:21].